This data is from the Open Reaction Database (ORD), a public repository of structured organic reaction records. The task is: describe an organic reaction: reactants, conditions, products, and yield Reactants: [Li]CCCC, COC(CNc1ccccn1)OC, O=C(Cl)C1CCCCC1, C1CCOC1. Product: COC(CN(C(=O)C1CCCCC1)c1ccccn1)OC. Reaction SMILES: [CH2:14]([Li:15])[CH2:16][CH2:17][CH3:18].[CH3:1][O:2][CH:3]([CH2:4][NH:5][c:6]1[n:7][cH:8][cH:9][cH:10][cH:11]1)[O:12][CH3:13].[CH:19]1([C:25](=[O:26])[Cl:27])[CH2:20][CH2:21][CH2:22][CH2:23][CH2:24]1.[O:28]1[CH2:29][CH2:30][CH2:31][CH2:32]1>>[CH3:1][O:2][CH:3]([CH2:4][N:5]([c:6]1[n:7][cH:8][cH:9][cH:10][cH:11]1)[C:25]([CH:19]1[CH2:20][CH2:21][CH2:22][CH2:23][CH2:24]1)=[O:26])[O:12][CH3:13]. The reactants are [Br-], C1CCOC1, CON(C)C(=O)c1cn(Cc2cccc(C)n2)c2nc(C)c(C)cc2c1=O, COc1ccc([Mg+])cc1C. Yields the product COc1ccc(C(=O)c2cn(Cc3cccc(C)n3)c3nc(C)c(C)cc3c2=O)cc1C. Reaction SMILES: [Br-:28].[CH2:39]1[O:40][CH2:41][CH2:42][CH2:43]1.[CH3:1][O:2][N:3]([C:4](=[O:5])[c:6]1[cH:7][n:8]([CH2:19][c:20]2[n:21][c:22]([CH3:26])[cH:23][cH:24][cH:25]2)[c:9]2[n:10][c:11]([CH3:18])[c:12]([CH3:17])[cH:13][c:14]2[c:15]1=[O:16])[CH3:27].[CH3:29][O:30][c:31]1[c:32]([CH3:38])[cH:33][c:34]([Mg+:37])[cH:35][cH:36]1>>[C:4](=[O:5])([c:6]1[cH:7][n:8]([CH2:19][c:20]2[n:21][c:22]([CH3:26])[cH:23][cH:24][cH:25]2)[c:9]2[n:10][c:11]([CH3:18])[c:12]([CH3:17])[cH:13][c:14]2[c:15]1=[O:16])[c:34]1[cH:33][c:32]([CH3:38])[c:31]([O:30][CH3:29])[cH:36][cH:35]1.